This data is from the Open Reaction Database (ORD), a public repository of structured organic reaction records. The task is: describe an organic reaction: reactants, conditions, products, and yield Starting materials: CC(C)(C)c1nc2cc(S(=O)(=O)Cl)ccc2n1CC1CCC(F)(F)CC1, CC(=O)NC1CCNC1, ClCCl, CCN(C(C)C)C(C)C. The product is CC(=O)NC1CCN(S(=O)(=O)c2ccc3c(c2)nc(C(C)(C)C)n3CC2CCC(F)(F)CC2)C1. As a reaction SMILES: [C:1]([CH3:2])([CH3:3])([CH3:4])[c:5]1[n:6][c:7]2[c:8]([n:9]1[CH2:10][CH:11]1[CH2:12][CH2:13][C:14]([F:17])([F:18])[CH2:15][CH2:16]1)[cH:19][cH:20][c:21]([S:23](=[O:24])(=[O:25])[Cl:26])[cH:22]2.[C:36]([CH3:37])(=[O:38])[NH:39][CH:40]1[CH2:41][NH:42][CH2:43][CH2:44]1.[CH2:45]([Cl:46])[Cl:47].[CH:27]([N:28]([CH2:29][CH3:30])[CH:31]([CH3:32])[CH3:33])([CH3:34])[CH3:35]>>[C:1]([CH3:2])([CH3:3])([CH3:4])[c:5]1[n:6][c:7]2[c:8]([n:9]1[CH2:10][CH:11]1[CH2:12][CH2:13][C:14]([F:17])([F:18])[CH2:15][CH2:16]1)[cH:19][cH:20][c:21]([S:23](=[O:24])(=[O:25])[N:42]1[CH2:41][CH:40]([NH:39][C:36]([CH3:37])=[O:38])[CH2:44][CH2:43]1)[cH:22]2. Starting materials: C[C@H]1NCCNC1 ((R)-2-methylpiperazine), BrC1=CC=C(C=C1)CCC (1-bromo-4-propylbenzene), C1=CC=C(C=C1)P(C2=CC=CC=C2)C3=C(C4=CC=CC=C4C=C3)C5=C(C=CC6=CC=CC=C65)P(C7=CC=CC=C7)C8=CC=CC=C8 ((+/−)-BINAP), CC(C)([O-])C.[Na+] (sodium tert-butoxide). Reagents/catalysts: C(C)(=O)[O-].[Pd+2].C(C)(=O)[O-] (Palladium(II) acetate). Isolated yield 35.9%. Reported procedure: A mixture of (R)-2-methylpiperazine (3.00 g, 30.0 mmol, 1.0 eq), 1-bromo-4-propylbenzene (627 g, 31.5 mmol, 1.05 eq.), (+/−)-BINAP (747 mg, 1.2 mmol, 0.04 eq.) and sodium tert-butoxide (4.32 g, 45.0 mmol, 1.5 eq.) in toluene (70 mL) was degassed for 15 min with N2. Palladium(II) acetate (337 mg, 1.5 mmol, 0.05 eq.) was then added at once. The reaction mixture was then heated to reflux for 16 h then cooled to RT. The mixture was then filtered on a bed of cellite and washed with Et2O. The combined... Solvent: C1(=CC=CC=C1)C (toluene). RXN SMILES: [CH3:1][C@@H:2]1[CH2:7][NH:6][CH2:5][CH2:4][NH:3]1.Br[C:9]1[CH:14]=[CH:13][C:12]([CH2:15][CH2:16][CH3:17])=[CH:11][CH:10]=1.C1C=CC(P(C2C=CC3C(=CC=CC=3)C=2C2C3C(=CC=CC=3)C=CC=2P(C2C=CC=CC=2)C2C=CC=CC=2)C2C=CC=CC=2)=CC=1.CC(C)([O-])C.[Na+]>C1(C)C=CC=CC=1.C([O-])(=O)C.[Pd+2].C([O-])(=O)C>[CH3:1][C@H:2]1[NH:3][CH2:4][CH2:5][N:6]([C:9]2[CH:14]=[CH:13][C:12]([CH2:15][CH2:16][CH3:17])=[CH:11][CH:10]=2)[CH2:7]1 |f:3.4,6.7.8|. Product: C[C@@H]1CN(CCN1)C1=CC=C(C=C1)CCC ((3R)-3-methyl-1-(4-propylphenyl)piperazine). Starting materials: CO, c1ccc(C2OCc3nc(C4CO4)ccc3O2)cc1, CCCCC(=O)NCc1ccc(C#CCCOCCCCCCNCc2ccccc2)cc1. Product: CCCCC(=O)NCc1ccc(C#CCCOCCCCCCN(Cc2ccccc2)CC(O)c2ccc3c(n2)COC(c2ccccc2)O3)cc1. Reaction SMILES: [CH3:53][OH:54].[O:1]1[CH:2]([c:4]2[cH:5][cH:6][c:7]3[c:8]([n:9]2)[CH2:10][O:11][CH:12]([c:14]2[cH:15][cH:16][cH:17][cH:18][cH:19]2)[O:13]3)[CH2:3]1.[c:20]1([CH2:26][NH:27][CH2:28][CH2:29][CH2:30][CH2:31][CH2:32][CH2:33][O:34][CH2:35][CH2:36][C:37]#[C:38][c:39]2[cH:40][cH:41][c:42]([CH2:45][NH:46][C:47]([CH2:48][CH2:49][CH2:50][CH3:51])=[O:52])[cH:43][cH:44]2)[cH:21][cH:22][cH:23][cH:24][cH:25]1>>[OH:1][CH:2]([CH2:3][N:27]([CH2:26][c:20]1[cH:21][cH:22][cH:23][cH:24][cH:25]1)[CH2:28][CH2:29][CH2:30][CH2:31][CH2:32][CH2:33][O:34][CH2:35][CH2:36][C:37]#[C:38][c:39]1[cH:40][cH:41][c:42]([CH2:45][NH:46][C:47]([CH2:48][CH2:49][CH2:50][CH3:51])=[O:52])[cH:43][cH:44]1)[c:4]1[cH:5][cH:6][c:7]2[c:8]([n:9]1)[CH2:10][O:11][CH:12]([c:14]1[cH:15][cH:16][cH:17][cH:18][cH:19]1)[O:13]2.